This data is from the Open Reaction Database (ORD), a public repository of structured organic reaction records. The task is: describe an organic reaction: reactants, conditions, products, and yield Reactants: FC=1C=C(C=CC1)\C(=C/C=C/C(=O)O)\CCCCC ((2E,4Z)-5-(3-fluorophenyl)-2,4-decadienoic acid), [N+](=O)([O-])C1=CC=C(C=C1)O (4-nitrophenol), C1(CCCCC1)N=C=NC1CCCCC1 (1,3-dicyclohexylcarbodiimide). The solvent is ClCCl (dichloromethane). Reaction conditions: time 3 day. Yields the product [N+](=O)([O-])C1=CC=C(C=C1)OC(\C=C\C=C(\CCCCC)/C1=CC(=CC=C1)F)=O ((2E,4Z)-5-(3-fluorophenyl)-2,4-decadienoic acid 4-nitrophenyl ester). Yield: 64.3%. As a reaction SMILES: [F:1][C:2]1[CH:3]=[C:4](/[C:8](/[CH2:15][CH2:16][CH2:17][CH2:18][CH3:19])=[CH:9]\[CH:10]=[CH:11]\[C:12]([OH:14])=[O:13])[CH:5]=[CH:6][CH:7]=1.[N+:20]([C:23]1[CH:28]=[CH:27][C:26](O)=[CH:25][CH:24]=1)([O-:22])=[O:21].C1(N=C=NC2CCCCC2)CCCCC1>ClCCl>[N+:20]([C:23]1[CH:28]=[CH:27][C:26]([O:13][C:12](=[O:14])/[CH:11]=[CH:10]/[CH:9]=[C:8](\[C:4]2[CH:5]=[CH:6][CH:7]=[C:2]([F:1])[CH:3]=2)/[CH2:15][CH2:16][CH2:17][CH2:18][CH3:19])=[CH:25][CH:24]=1)([O-:22])=[O:21]. Procedure details: As in Example 115, (2E,4Z)-5-(3-fluorophenyl)-2,4-decadienoic acid (3.3 g) and 4-nitrophenol (2.1 g) in 20 mL of dichloromethane was treated with 1,3-dicyclohexylcarbodiimide (2.67 g) and the mixture was stirred at room temperature for 3 days. After the usual work up. crystallization of the crude material from hexane gave 3.1 g of (2E,4Z)-5-(3-fluorophenyl)-2,4-decadienoic acid 4-nitrophenyl ester, mp 50°-51° C. The reactants are OC[C@H](O)[C@@H](O)[C@H](O)[C@H](O)CO (sorbitol), C([C@H]([C@H]([C@@H]([C@H](CO)O)O)O)O)O (Neosorb P60), C1=CC2=C(C(=C1)O)N=CC=C2 (Superol). The solvent is OCC(O)CO (Glycerin), OCC(O)CO (glycerin). Product: C([C@@H](O)[C@@H](O)[C@H](O)[C@H](O)CO)O (Mannitol). Reaction SMILES: [OH:1][CH2:2][C@@H:3]([C@H:5]([C@@H:7]([C@@H:9]([CH2:11][OH:12])[OH:10])[OH:8])[OH:6])[OH:4].C1C=C(O)C2N=CC=CC=2C=1>OCC(CO)O>[CH2:11]([OH:12])[C@H:9]([C@H:7]([C@@H:5]([C@@H:3]([CH2:2][OH:1])[OH:4])[OH:6])[OH:8])[OH:10]. Reported procedure: The sorbitol was obtained from Roquette Corporation under the designation "Neosorb P60." The gum base used was a conventional chewing gum base. The glycerin was obtained from Proctor and Gamble Co. under the designation "Superol 99.5 U.S.P. Glycerin." The mannitol was also obtained from the Roquette Corporation under the designation "Mannitol-F." The lycasin was also obtained from Roquette. The lecithin was obtained from Central Soya. The color was obtained from Warner Jenkins. Solvent: C=1(C(=CC=CC1)C)C (Xylene). As a reaction SMILES: [C:1]([O:5][CH2:6][CH2:7][CH2:8][CH2:9][CH2:10][CH2:11][CH2:12][CH2:13][CH2:14][CH2:15][CH2:16][CH2:17][CH2:18][CH2:19][CH2:20][CH2:21][CH2:22][CH2:23][CH2:24][CH2:25][CH2:26][CH3:27])(=[O:4])[CH:2]=[CH2:3].[C:28]([O:36][CH:37]=[CH2:38])(=[O:35])[C:29]1[CH:34]=[CH:33][CH:32]=[CH:31][CH:30]=1>C1(C)C(C)=CC=CC=1>[C:1]([O:5][CH2:6][CH2:7][CH2:8][CH2:9][CH2:10][CH2:11][CH2:12][CH2:13][CH2:14][CH2:15][CH2:16][CH2:17][CH2:18][CH2:19][CH2:20][CH2:21][CH2:22][CH2:23][CH2:24][CH2:25][CH2:26][CH3:27])(=[O:4])[CH:2]=[CH2:3].[C:1]([O:5][CH2:6][CH2:7][CH2:8][CH2:9][CH2:10][CH2:11][CH2:12][CH3:13])(=[O:4])[C:2]([CH3:3])=[CH2:28].[C:28]([O:36][CH:37]=[CH2:38])(=[O:35])[C:29]1[CH:34]=[CH:33][CH:32]=[CH:31][CH:30]=1 |f:3.4.5|. Yields the product C(C=C)(=O)OCCCCCCCCCCCCCCCCCCCCCC.C(C(=C)C)(=O)OCCCCCCCC.C(C1=CC=CC=C1)(=O)OC=C (behenyl acrylate octyl methacrylate vinyl benzoate). Procedure details: Xylene (15 g), behenyl acrylate (15 g) octyl methacrylate (3 g) and vinyl benzoate (3 g) are charged to a reactor equipped with a stirrer, a heater, a thermometer and a nitrogen-bubbling duct. The reactor is flushed with nitrogen gas and sealed. The reactor is heated to 60° C. and 2,2′-azobis(2-methyl, ethyl-propionitrile) (0.06 g) is added. The reaction mixture is heated in the closed system at 80° C. for two-four hour periods to provide behenyl acrylate/octyl methacrylate/vinyl benzoate polyme... Starting materials: C(C=C)(=O)OCCCCCCCCCCCCCCCCCCCCCC (behenyl acrylate), C(C1=CC=CC=C1)(=O)OC=C (vinyl benzoate). Conditions: temperature 60 celsius. Reactants: C(C1=CC=CC=C1)N(C1=C(C=C(C=C1)C(C(=O)N1CCCC1)(CC1=NN=NN1)C)[N+](=O)[O-])C (2-[4-(N-benzyl-methylamino)-3-nitro-phenyl]-2-methyl-3-(1H-tetrazol-5-yl)-1-pyrrolidino-propan-1-one). Reagents/catalysts: [H][H].[Pd] (hydrogen palladium on activated charcoal). Product: CNC1=C(C=C(C=C1)C(C(=O)N1CCCC1)(CC1=NN=NN1)C)N (2-[4-(N-methylamino)-3-amino-phenyl]-2-methyl-3-(1H-tetrazol-5-yl)-1-pyrrolidino-propan-1-one). RXN SMILES: [CH2:1]([N:8](C)[C:9]1[CH:14]=[CH:13][C:12]([C:15]([CH3:29])([CH2:23][C:24]2[NH:28][N:27]=[N:26][N:25]=2)[C:16]([N:18]2[CH2:22][CH2:21][CH2:20][CH2:19]2)=[O:17])=[CH:11][C:10]=1[N+:30]([O-])=O)C1C=CC=CC=1>[H][H].[Pd]>[CH3:1][NH:8][C:9]1[CH:14]=[CH:13][C:12]([C:15]([CH3:29])([CH2:23][C:24]2[NH:28][N:27]=[N:26][N:25]=2)[C:16]([N:18]2[CH2:19][CH2:20][CH2:21][CH2:22]2)=[O:17])=[CH:11][C:10]=1[NH2:30] |f:1.2|. Reported procedure: Prepared analogously to Example 1f from 2-[4-(N-benzyl-methylamino)-3-nitro-phenyl]-2-methyl-3-(1H-tetrazol-5-yl)-1-pyrrolidino-propan-1-one and hydrogen/palladium on activated charcoal. Reactants: [Cl-].[Al+3].[Cl-].[Cl-] (aluminum chloride), O1[C@H](CCC2=CC=CC=C12)CN(C(OCC1=CC=CC=C1)=O)CCCCN1S(C2=C(C1=O)C=CC=C2)(=O)=O (benzyl (2R)-3,4-dihydro-2H-chromen-2-ylmethyl[4-(1,1-dioxido-3-oxo-1,2-benzisothiazol-2(3H)-yl)butyl]carbamate), ice water, C(C)(=O)Cl (acetyl chloride). Run in ClCCCl (1,2-dichloroethane), ClCCCl (1,2-dichloroethane). Conditions: time 8 hour. The product is C(C)(=O)C=1C=C2CC[C@@H](OC2=CC1)CN(C(OCC1=CC=CC=C1)=O)CCCCN1S(C2=C(C1=O)C=CC=C2)(=O)=O (Benzyl [(2R)-6-acetyl-3,4-dihydro-2H-chromen-2-yl]methyl[4-(1,1-dioxido-3-oxo-1,2-benzisothiazol-2(3H)-yl)butyl]carbamate). RXN SMILES: [Cl-].[Al+3].[Cl-].[Cl-].[C:5](Cl)(=[O:7])[CH3:6].[O:9]1[C:18]2[C:13](=[CH:14][CH:15]=[CH:16][CH:17]=2)[CH2:12][CH2:11][C@@H:10]1[CH2:19][N:20]([CH2:31][CH2:32][CH2:33][CH2:34][N:35]1[C:39](=[O:40])[C:38]2[CH:41]=[CH:42][CH:43]=[CH:44][C:37]=2[S:36]1(=[O:46])=[O:45])[C:21](=[O:30])[O:22][CH2:23][C:24]1[CH:29]=[CH:28][CH:27]=[CH:26][CH:25]=1>ClCCCl>[C:5]([C:15]1[CH:14]=[C:13]2[C:18](=[CH:17][CH:16]=1)[O:9][C@@H:10]([CH2:19][N:20]([CH2:31][CH2:32][CH2:33][CH2:34][N:35]1[C:39](=[O:40])[C:38]3[CH:41]=[CH:42][CH:43]=[CH:44][C:37]=3[S:36]1(=[O:46])=[O:45])[C:21](=[O:30])[O:22][CH2:23][C:24]1[CH:29]=[CH:28][CH:27]=[CH:26][CH:25]=1)[CH2:11][CH2:12]2)(=[O:7])[CH3:6] |f:0.1.2.3|. Procedure details: 12.7 g (95 mmol) of anhydrous aluminum chloride are suspended in 10 ml of 1,2-dichloroethane. At 0° C., initially 5.9 ml (82 mmol) of acetyl chloride are added. At 0° C., a solution of 34 g (63 mmol) of benzyl (2R)-3,4-dihydro-2H-chromen-2-ylmethyl[4-(1,1-dioxido-3-oxo-1,2-benzisothiazol-2(3H)-yl)butyl]carbamate in 100 ml of 1,2-dichloroethane is slowly added dropwise to this mixture. The reaction is stirred at room temperature overnight. The mixture is poured into ice-water and the organic phas... Reactants: [OH-].[Na+] (sodium hydroxide), C1(=CC=CC=C1)N1C(NC(=C1C1=CC=CC=C1)C1=CC=CC=C1)=O (1,4,5-Triphenylimidazol-2-one), BrC(CCCCCCCC(=O)OCC)CC (ethyl 9-bromo-undecanoate), C([O-])([O-])=O.[K+].[K+] (potassium carbonate). Run in CC(CC)=O (butanone), O (water), C(C)O (ethanol). Product: C1(=CC=CC=C1)N1C(N(C(=C1C1=CC=CC=C1)C1=CC=CC=C1)CCCCCCCCCCC(=O)O)=O (11-(3,4,5-Triphenyl-2-oxo-1,2-dihydroimidazol-1-yl)undecanoic acid). Reaction SMILES: [C:1]1([N:7]2[C:11]([C:12]3[CH:17]=[CH:16][CH:15]=[CH:14][CH:13]=3)=[C:10]([C:18]3[CH:23]=[CH:22][CH:21]=[CH:20][CH:19]=3)[NH:9][C:8]2=[O:24])[CH:6]=[CH:5][CH:4]=[CH:3][CH:2]=1.Br[CH:26]([CH2:39][CH3:40])[CH2:27][CH2:28][CH2:29][CH2:30][CH2:31][CH2:32][CH2:33][C:34]([O:36]CC)=[O:35].C(=O)([O-])[O-].[K+].[K+].[OH-].[Na+]>CC(=O)CC.C(O)C.O>[C:1]1([N:7]2[C:11]([C:12]3[CH:17]=[CH:16][CH:15]=[CH:14][CH:13]=3)=[C:10]([C:18]3[CH:23]=[CH:22][CH:21]=[CH:20][CH:19]=3)[N:9]([CH2:40][CH2:39][CH2:26][CH2:27][CH2:28][CH2:29][CH2:30][CH2:31][CH2:32][CH2:33][C:34]([OH:36])=[O:35])[C:8]2=[O:24])[CH:6]=[CH:5][CH:4]=[CH:3][CH:2]=1 |f:2.3.4,5.6|. Procedure details: 1,4,5-Triphenylimidazol-2-one was treated with ethyl 9-bromo-undecanoate and potassium carbonate in butanone, followed by sodium hydroxide in ethanol and water, to give after work-up the title compound, m.p. 83°-84° C. Found: C, 77.5; H, 7.3; N, 5.4%; C32H36N2O3 requires: C, 77.4; H, 7.3; N, 5.6%